From a dataset of the Open Reaction Database (ORD), a public repository of structured organic reaction records. describe an organic reaction: reactants, conditions, products, and yield Starting materials: CCCC[Sn](CCCC)(CCCC)c1ccco1, [Cl-], N#Cc1cc2c(I)cccc2s1, [Li+], CN(C)C=O. Product: N#Cc1cc2c(-c3ccco3)cccc2s1. As a reaction SMILES: [CH2:1]([Sn:2]([CH2:3][CH2:4][CH2:5][CH3:11])([c:6]1[o:7][cH:8][cH:9][cH:10]1)[CH2:12][CH2:13][CH2:14][CH3:15])[CH2:16][CH2:17][CH3:18].[Cl-:31].[I:19][c:20]1[cH:21][cH:22][cH:23][c:24]2[s:25][c:26]([C:29]#[N:30])[cH:27][c:28]12.[Li+:32].[O:33]=[CH:34][N:35]([CH3:36])[CH3:37]>>[c:6]1(-[c:20]2[cH:21][cH:22][cH:23][c:24]3[s:25][c:26]([C:29]#[N:30])[cH:27][c:28]23)[o:7][cH:8][cH:9][cH:10]1. Starting materials: C(C)C=1C(NC(NC1OC1=CC(=CC(=C1)C)C)=O)=O (5-ethyl-6-(3,5-dimethylphenoxy)-2,4-pyrimidinedione), N1=CC(=CC=C1)CCl (3-picolyl chloride). Product: N1=CC(=CC=C1)CN1C(NC(C(=C1OC1=CC(=CC(=C1)C)C)CC)=O)=O (1-(Pyridin-3-ylmethyl)-5-ethyl-6-(3,5-dimethylphenoxy)-2,4-pyrimidinedione). Yield: 28.7%. RXN SMILES: [CH2:1]([C:3]1[C:4](=[O:19])[NH:5][C:6](=[O:18])[NH:7][C:8]=1[O:9][C:10]1[CH:15]=[C:14]([CH3:16])[CH:13]=[C:12]([CH3:17])[CH:11]=1)[CH3:2].[N:20]1[CH:25]=[CH:24][CH:23]=[C:22]([CH2:26]Cl)[CH:21]=1>>[N:20]1[CH:25]=[CH:24][CH:23]=[C:22]([CH2:26][N:7]2[C:8]([O:9][C:10]3[CH:11]=[C:12]([CH3:17])[CH:13]=[C:14]([CH3:16])[CH:15]=3)=[C:3]([CH2:1][CH3:2])[C:4](=[O:19])[NH:5][C:6]2=[O:18])[CH:21]=1. Reported procedure: 5-ethyl-6-(3,5-dimethylphenoxy)-2,4-pyrimidinedione and 3-picolyl chloride were reacted by the same way with the example 1 to obtain the titled compound (101 mg, yield: 28.7%).